This data is from the Open Reaction Database (ORD), a public repository of structured organic reaction records. The task is: describe an organic reaction: reactants, conditions, products, and yield Yields the product CN1C(=O)CCC2(C)c3ccc(-c4ccc([N+](=O)[O-])cc4)cc3CCC12. Reaction SMILES: [C:26]([OH:27])([CH3:28])([CH3:29])[CH3:30].[CH3:31][C:32]([CH3:33])([O-:34])[CH3:35].[CH3:37][I:38].[CH3:39][CH2:40][O:41][C:42](=[O:43])[CH3:44].[K+:36].[N+:1](=[O:2])([O-:3])[c:4]1[cH:5][cH:6][c:7](-[c:10]2[cH:11][c:12]3[c:13]([cH:24][cH:25]2)[C:14]2([CH3:23])[CH2:15][CH2:16][C:17](=[O:22])[NH:18][CH:19]2[CH2:20][CH2:21]3)[cH:8][cH:9]1>>[N+:1](=[O:2])([O-:3])[c:4]1[cH:5][cH:6][c:7](-[c:10]2[cH:11][c:12]3[c:13]([cH:24][cH:25]2)[C:14]2([CH3:23])[CH2:15][CH2:16][C:17](=[O:22])[N:18]([CH3:26])[CH:19]2[CH2:20][CH2:21]3)[cH:8][cH:9]1. Starting materials: CC(C)(C)O, CC(C)(C)[O-], CI, CCOC(C)=O, [K+], CC12CCC(=O)NC1CCc1cc(-c3ccc([N+](=O)[O-])cc3)ccc12. Reaction SMILES: [C:1]([CH3:2])([CH3:3])([CH3:4])[O:5][C:6](=[O:7])[c:8]1[c:9](-[c:14]2[cH:15][cH:16][c:17]([CH2:20][n:21]3[c:22]([CH2:36][CH2:37][CH2:38][CH3:39])[n:23][c:24]([C:31](=[O:32])[O:33][CH2:34][CH3:35])[c:25]3[C:26](=[O:27])[O:28][CH2:29][CH3:30])[cH:18][cH:19]2)[cH:10][cH:11][cH:12][cH:13]1.[CH2:41]([Al+:42][CH2:43][CH:44]([CH3:45])[CH3:46])[CH:47]([CH3:48])[CH3:49].[CH3:50][c:51]1[cH:52][cH:53][cH:54][cH:55][cH:56]1.[H-:40]>>[C:1]([CH3:2])([CH3:3])([CH3:4])[O:5][C:6](=[O:7])[c:8]1[c:9](-[c:14]2[cH:15][cH:16][c:17]([CH2:20][n:21]3[c:22]([CH2:36][CH2:37][CH2:38][CH3:39])[n:23][c:24]([CH2:31][OH:32])[c:25]3[C:26](=[O:27])[O:28][CH2:29][CH3:30])[cH:18][cH:19]2)[cH:10][cH:11][cH:12][cH:13]1. Yields the product CCCCc1nc(CO)c(C(=O)OCC)n1Cc1ccc(-c2ccccc2C(=O)OC(C)(C)C)cc1. Starting materials: CCCCc1nc(C(=O)OCC)c(C(=O)OCC)n1Cc1ccc(-c2ccccc2C(=O)OC(C)(C)C)cc1, CC(C)C[Al+]CC(C)C, Cc1ccccc1, [H-]. The reactants are CCOc1ncc(C2=NC(c3ccc(Cl)cc3)C(c3ccc(Cl)cc3)N2C(=O)N2CCNC(=O)C2)c(OCC)n1, O=C(CN1CCNCC1)N1CCOCC1. Yields the product CCOc1ncc(C2=NC(c3ccc(Cl)cc3)C(c3ccc(Cl)cc3)N2C(=O)N2CCN(CC(=O)N3CCOCC3)CC2)c(OCC)n1. Reaction SMILES: [Cl:1][c:2]1[cH:3][cH:4][c:5]([CH:8]2[N:9]=[C:10]([c:29]3[c:30]([O:38][CH2:39][CH3:40])[n:31][c:32]([O:35][CH2:36][CH3:37])[n:33][cH:34]3)[N:11]([C:20](=[O:21])[N:22]3[CH2:23][CH2:24][NH:25][C:26](=[O:27])[CH2:28]3)[CH:12]2[c:13]2[cH:14][cH:15][c:16]([Cl:19])[cH:17][cH:18]2)[cH:6][cH:7]1.[O:41]1[CH2:42][CH2:43][N:44]([C:47]([CH2:48][N:49]2[CH2:50][CH2:51][NH:52][CH2:53][CH2:54]2)=[O:55])[CH2:45][CH2:46]1>>[Cl:1][c:2]1[cH:3][cH:4][c:5]([CH:8]2[N:9]=[C:10]([c:29]3[c:30]([O:38][CH2:39][CH3:40])[n:31][c:32]([O:35][CH2:36][CH3:37])[n:33][cH:34]3)[N:11]([C:20](=[O:21])[N:52]3[CH2:51][CH2:50][N:49]([CH2:48][C:47]([N:44]4[CH2:43][CH2:42][O:41][CH2:46][CH2:45]4)=[O:55])[CH2:54][CH2:53]3)[CH:12]2[c:13]2[cH:14][cH:15][c:16]([Cl:19])[cH:17][cH:18]2)[cH:6][cH:7]1. Starting materials: FC(C(=O)OCC)(F)F (ethyl trifluoroacetate), C(CCC)[Li] (n-butyllithium), ClC1=CC=C(OCCC(C#C)(C)C)C=C1 (5-(4-chlorophenoxy)-3,3-dimethyl-1-pentyne). Run in hexanes, O1CCCC1 (tetrahydrofuran), O1CCCC1 (tetrahydrofuran). Run at temperature -78 celsius, time 1 hour. Product: ClC1=CC=C(OCCC(C#CC(C(F)(F)F)=O)(C)C)C=C1 (7-(4-chlorophenoxy)-5,5-dimethyl-1,1,1-trifluoro-3-heptyne-2-one). Reaction SMILES: [Cl:1][C:2]1[CH:15]=[CH:14][C:5]([O:6][CH2:7][CH2:8][C:9]([CH3:13])([CH3:12])[C:10]#[CH:11])=[CH:4][CH:3]=1.C([Li])CCC.[F:21][C:22]([F:29])([F:28])[C:23](OCC)=[O:24]>O1CCCC1>[Cl:1][C:2]1[CH:15]=[CH:14][C:5]([O:6][CH2:7][CH2:8][C:9]([CH3:13])([CH3:12])[C:10]#[C:11][C:23](=[O:24])[C:22]([F:29])([F:28])[F:21])=[CH:4][CH:3]=1. Procedure details: To a solution of 2.5 g (11.2 mmol) of 5-(4-chlorophenoxy)-3,3-dimethyl-1-pentyne in 25 ml of anhydrous tetrahydrofuran cooled to -78° C. under a nitrogen atmosphere is added 4.5 ml of 2.5M n-butyllithium in hexanes. The mixture is stirred at -78° C. for 1 hour and then is transferred by canula to a solution of 3.19 g (22.4 mmol) of ethyl trifluoroacetate in 10 ml of tetrahydrofuran cooled to -78° C. After the addition is complete, the reaction is stirred at -78° C. for 0.5 hour, is allowed to wa... Reactants: CO, [Cl-], COC(=N)CCCCn1cnc(NC(N)=NCC(F)(F)F)n1, [NH4+]. Product: Cl, N=C(N)CCCCn1cnc(NC(N)=NCC(F)(F)F)n1. RXN SMILES: [CH3:25][OH:26].[Cl-:23].[F:1][C:2]([CH2:3][N:4]=[C:5]([NH:6][c:7]1[n:8][n:9]([CH2:12][CH2:13][CH2:14][CH2:15][C:16]([O:17][CH3:18])=[NH:19])[cH:10][n:11]1)[NH2:20])([F:21])[F:22].[NH4+:24]>>[ClH:23].[F:1][C:2]([CH2:3][N:4]=[C:5]([NH:6][c:7]1[n:8][n:9]([CH2:12][CH2:13][CH2:14][CH2:15][C:16](=[NH:19])[NH2:24])[cH:10][n:11]1)[NH2:20])([F:21])[F:22]. Starting materials: C(C1=CC=CC=C1)Br (benzyl bromide), FC1=CC=C(OCC(CC=C)O)C=C1 (5-(4-fluorophenoxy)-1-penten-4-ol), [H-].[Na+] (sodium hydride), [H][H] (hydrogen). The reagents and catalysts are CO (methanol). Run in CN(C=O)C (dimethylformamide), O (water), CN(C=O)C (dimethylformamide), CN(C=O)C (dimethylformamide), CCCCCC (hexane). The product is C(C1=CC=CC=C1)OC(CC=C)COC1=CC=C(C=C1)F (4-benzyloxy-5-(4-fluorophenoxy)-1-pentene). The yield is 91.4%. As a reaction SMILES: [F:1][C:2]1[CH:14]=[CH:13][C:5]([O:6][CH2:7][CH:8]([OH:12])[CH2:9][CH:10]=[CH2:11])=[CH:4][CH:3]=1.[H-].[Na+].[H][H].[CH2:19](Br)[C:20]1[CH:25]=[CH:24][CH:23]=[CH:22][CH:21]=1>CN(C)C=O.CO.O.CCCCCC>[CH2:19]([O:12][CH:8]([CH2:7][O:6][C:5]1[CH:13]=[CH:14][C:2]([F:1])=[CH:3][CH:4]=1)[CH2:9][CH:10]=[CH2:11])[C:20]1[CH:25]=[CH:24][CH:23]=[CH:22][CH:21]=1 |f:1.2|. Procedure details: A solution of 5-(4-fluorophenoxy)-1-penten-4-ol (9.81 g., 50 mmoles) in dimethylformamide (15 ml.) is added dropwise to a suspension of hexane (2 × 10 ml.) prewashed sodium hydride (50% oil dispersion, 2.64 g., 55mmoles) in dimethylformamide (45 ml.). The resulting mixture is stirred until gas evolution ceases. (A few drops of methanol may be needed to initiate the evolution of hydrogen). The reaction mixture is chilled in an ice bath and treated with a solution of benzyl bromide (10.30 g., 60 m...